This data is from the Open Reaction Database (ORD), a public repository of structured organic reaction records. The task is: describe an organic reaction: reactants, conditions, products, and yield The reactants are IC1=CC(N(N=C1)C1OCCCC1)=O (5-iodo-2-(tetrahydro-pyran-2-yl)-2H-pyridazin-3-one), C1(=CC=CC=C1)S (benzenethiol), IC1=CC(N(N=C1)C1OCCCC1)=O (5-iodo-2-(tetrahydro-pyran-2-yl)-2H-pyridazin-3-one), IC1=CC(N(N=C1)C1OCCCC1)=O (5-iodo-2-(tetrahydro-pyran-2-yl)-2H-pyridazin-3-one). Yields the product C1(=CC=CC=C1)SC1=CC(NN=C1)=O (5-phenylsulfanyl-2H-pyridazin-3-one). RXN SMILES: I[C:2]1[CH:7]=[N:6][N:5](C2CCCCO2)[C:4](=[O:14])[CH:3]=1.[C:15]1([SH:21])[CH:20]=[CH:19][CH:18]=[CH:17][CH:16]=1>>[C:15]1([S:21][C:2]2[CH:7]=[N:6][NH:5][C:4](=[O:14])[CH:3]=2)[CH:20]=[CH:19][CH:18]=[CH:17][CH:16]=1. Procedure details: In an analogous manner to the stepwise sequence outlined in Intermediate 18, starting from 5-iodo-2-(tetrahydro-pyran-2-yl)-2H-pyridazin-3-one (Intermediate 18, step 2) and benzenethiol afforded 5-phenylsulfanyl-2H-pyridazin-3-one which was then reacted in an analogous manner to that outlined in the synthesis of intermediate 19 (steps 4 and 5) alkylating with 2-bromo-3-cyclopentyl-propionic acid methyl ester (Intermediate 10) afforded the lithium salt of 3-cyclopentyl-2-(6-oxo-4-phenylsulfanyl-6... Reactants: [Li]CCCC (n-BuLi), C(C)(C)NC(C)C (diisopropylamine), C=O (paraformaldehyde), CN(C1=CC=CC=C1)C (dimethylaniline), C(CCC)[SnH](CCCC)CCCC (tributyltinhydride), ClCOC (Chloromethylmethylether). The solvent is C1CCOC1 (THF), CCCCC (pentane). Reaction conditions: temperature 0 celsius, time 10 minute. The product is COCOC[Sn](CCCC)(CCCC)CCCC ((methoxymethoxymethyl)tributyl tin). Isolated yield 41.0%. RXN SMILES: [Li]CCCC.C(NC(C)C)(C)C.[CH2:13]([SnH:17]([CH2:22][CH2:23][CH2:24][CH3:25])[CH2:18][CH2:19][CH2:20][CH3:21])[CH2:14][CH2:15][CH3:16].[CH2:26]=[O:27].CN(C)C1C=CC=CC=1.Cl[CH2:38][O:39][CH3:40]>C1COCC1.CCCCC>[CH3:40][O:39][CH2:38][O:27][CH2:26][Sn:17]([CH2:13][CH2:14][CH2:15][CH3:16])([CH2:18][CH2:19][CH2:20][CH3:21])[CH2:22][CH2:23][CH2:24][CH3:25]. Procedure details: n-BuLi (9.96 mmol, 6.2 mL, 1.6M) was added dropwise to a -78° C. solution of diisopropylamine (1.4 mL, 9.96 mmol) in dry THF (20 mL). The solution was stirred for 10 min. at 0° C., then tributyltinhydride (9.96 mmol, 2.68 mL) was added and the solution stirred for 15 min. The solution was cannulated into a 0° C. solution of paraformaldehyde (9.96 mmol, 0.3 g) and the solution stirred at rt for 3 hours. The reaction was quenched with NH4Cl and extracted with pentane (4x), dried (MgSO4), and conce...